This data is from the Open Reaction Database (ORD), a public repository of structured organic reaction records. The task is: describe an organic reaction: reactants, conditions, products, and yield Starting materials: COC=1C=C(C=C(C1OC)OC)O (3,4,5-trimethoxyphenol), COC1=C(C=C(C=C1)S(=O)(=O)F)N (4-methoxymetanilyl fluoride). Yields the product COC1=CC=C(C=C1)S(=O)(=O)OC1=CC(=C(C(=C1)OC)OC)OC ((3,4,5-trimethoxyphenyl) 4-methoxybenzenesulfonate). RXN SMILES: [CH3:1][O:2][C:3]1[CH:4]=[C:5]([OH:13])[CH:6]=[C:7]([O:11][CH3:12])[C:8]=1[O:9][CH3:10].[CH3:14][O:15][C:16]1[CH:21]=[CH:20][C:19]([S:22](F)(=[O:24])=[O:23])=[CH:18][C:17]=1N>>[CH3:14][O:15][C:16]1[CH:17]=[CH:18][C:19]([S:22]([O:13][C:5]2[CH:6]=[C:7]([O:11][CH3:12])[C:8]([O:9][CH3:10])=[C:3]([O:2][CH3:1])[CH:4]=2)(=[O:24])=[O:23])=[CH:20][CH:21]=1. Procedure: 3,4,5-trimethoxyphenol (504 mg) was processed as described in Example 43 (substituting 4-methoxybenzenesulfonyl chloride for 4-methoxymetanilyl fluoride) to provide 500 mg of the desired product. Starting materials: O=C([O-])[O-], COc1cc2nccc(Oc3ccc(C)cc3C(=O)c3ccc(O)cc3)c2cc1OC, CN(C)C=O, ClCCBr, [K+], [K+], O. Reaction SMILES: [C:32](=[O:33])([O-:34])[O-:35].[CH3:1][O:2][c:3]1[cH:4][c:5]2[c:6]([O:15][c:16]3[c:17]([C:23](=[O:24])[c:25]4[cH:26][cH:27][c:28]([OH:31])[cH:29][cH:30]4)[cH:18][c:19]([CH3:22])[cH:20][cH:21]3)[cH:7][cH:8][n:9][c:10]2[cH:11][c:12]1[O:13][CH3:14].[CH3:43][N:44]([CH3:45])[CH:46]=[O:47].[Cl:38][CH2:39][CH2:40][Br:41].[K+:36].[K+:37].[OH2:42]>>[CH3:1][O:2][c:3]1[cH:4][c:5]2[c:6]([O:15][c:16]3[c:17]([C:23](=[O:24])[c:25]4[cH:26][cH:27][c:28]([O:31][CH2:40][CH2:39][Cl:38])[cH:29][cH:30]4)[cH:18][c:19]([CH3:22])[cH:20][cH:21]3)[cH:7][cH:8][n:9][c:10]2[cH:11][c:12]1[O:13][CH3:14]. The product is COc1cc2nccc(Oc3ccc(C)cc3C(=O)c3ccc(OCCCl)cc3)c2cc1OC. Reactants: ClC(Cl)Cl, [Na+], [OH-], OCCCc1nc2ccccn2n1, O=P(Cl)(Cl)Cl. Yields the product ClCCCc1nc2ccccn2n1. RXN SMILES: [CH:21]([Cl:22])([Cl:23])[Cl:24].[Na+:20].[OH-:19].[OH:1][CH2:2][CH2:3][CH2:4][c:5]1[n:6][n:7]2[c:8]([cH:9][cH:10][cH:11][cH:12]2)[n:13]1.[P:14]([Cl:15])([Cl:16])([Cl:17])=[O:18]>>[CH2:2]([CH2:3][CH2:4][c:5]1[n:6][n:7]2[c:8]([cH:9][cH:10][cH:11][cH:12]2)[n:13]1)[Cl:16]. Starting materials: CCO, CC1(c2ccc(Cn3ncc([N+](=O)[O-])n3)o2)OCCO1, [Cl-], [Fe], N#N, [NH4+], O. The product is CC1(c2ccc(Cn3ncc(N)n3)o2)OCCO1. RXN SMILES: [CH3:25][CH2:26][OH:27].[CH3:3][C:4]1([c:9]2[cH:10][cH:11][c:12]([CH2:14][n:15]3[n:16][cH:17][c:18]([N+:20]([O-:21])=[O:22])[n:19]3)[o:13]2)[O:5][CH2:6][CH2:7][O:8]1.[Cl-:23].[Fe:29].[N:1]#[N:2].[NH4+:24].[OH2:28]>>[CH3:3][C:4]1([c:9]2[cH:10][cH:11][c:12]([CH2:14][n:15]3[n:16][cH:17][c:18]([NH2:20])[n:19]3)[o:13]2)[O:5][CH2:6][CH2:7][O:8]1.